This data is from the Open Reaction Database (ORD), a public repository of structured organic reaction records. The task is: describe an organic reaction: reactants, conditions, products, and yield Starting materials: three, ClC(C(OC(F)(F)F)Cl)F (1,2-dichloro-1-fluoro-2-trifluoromethoxyethane). Reagents/catalysts: [Zn] (zinc). Reaction conditions: temperature -75 celsius. Yields the product ClC(=C(OC(F)(F)F)Cl)F (1,2-dichloro-1-fluoro-2-trifluoromethoxyethene). Isolated yield 83.0%. As a reaction SMILES: [Cl:1][CH:2]([F:10])[CH:3]([Cl:9])[O:4][C:5]([F:8])([F:7])[F:6]>[Zn]>[Cl:1][C:2]([F:10])=[C:3]([Cl:9])[O:4][C:5]([F:8])([F:7])[F:6]. Reported procedure: In a 1 l three necked flask, equipped with magnetic stirrer, thermometer, dropping funnel, and connected through a Vigreux column and a condenser to a trap maintained at -75° C., 80.0 g of zinc powder, activated by washing with HCl 3N, 550 ml of DMF and 50 mg of KI were charged under nitrogen atmosphere. The internal temperature was brought to 80° C. and 102.0 g of 1,1,2,2-tetrachloro-1-fluoro-2-trifluoromethoxyethane (377m moles), were added dropwise. During the addition, the temperature increa... Starting materials: N=1C=CN2C1C=CC(=C2)C(C)C2=CN=C1N2N=C(C=C1)C=1C=C(C=CC1)C ((rac)-3-(1-Imidazo[1,2-a]pyridin-6-yl-ethyl)-6-m-tolyl-imidazo[1,2-b]pyridazine), C1CC(=O)N(C1=O)Br (NBS). Run in C(Cl)Cl (DCM). Run at time 1 hour. The product is BrC1=CN=C2N1C=C(C=C2)C(C)C2=CN=C1N2N=C(C=C1)C=1C=C(C=CC1)C ((rac)-3-[1-(3-Bromo-imidazo[1,2-a]pyridin-6-yl)-ethyl]-6-m-tolyl-imidazo[1,2-b]pyridazine). Reaction SMILES: [N:1]1[CH:2]=[CH:3][N:4]2[CH:9]=[C:8]([CH:10]([C:12]3[N:16]4[N:17]=[C:18]([C:21]5[CH:22]=[C:23]([CH3:27])[CH:24]=[CH:25][CH:26]=5)[CH:19]=[CH:20][C:15]4=[N:14][CH:13]=3)[CH3:11])[CH:7]=[CH:6][C:5]=12.C1C(=O)N([Br:35])C(=O)C1>C(Cl)Cl>[Br:35][C:3]1[N:4]2[CH:9]=[C:8]([CH:10]([C:12]3[N:16]4[N:17]=[C:18]([C:21]5[CH:22]=[C:23]([CH3:27])[CH:24]=[CH:25][CH:26]=5)[CH:19]=[CH:20][C:15]4=[N:14][CH:13]=3)[CH3:11])[CH:7]=[CH:6][C:5]2=[N:1][CH:2]=1. Procedure: (rac)-3-(1-Imidazo[1,2-a]pyridin-6-yl-ethyl)-6-m-tolyl-imidazo[1,2-b]pyridazine (Example 308, 100 mg, 0.283 mmol) was dissolved in DCM (2.8 mL) and NBS (50.4 mg, 0.283 mmol) was added. It was stirred at rt for 1 h then the solvent was removed. The residue was purified by flash chromatography (CombiFlash® Companion System®, with RediSep® silica gel column, 0 to 20% MeOH in DCM). Combined fractions were concentrated. The residue was repurified by preparative HPLC with acetonitrile and water (+0.1%... Reactants: OCCCCCC(=O)OCC (ethyl 6-hydroxy-hexanoate), ice water, C(C)(=O)OC(C)=O (acetic anhydride), P(O)(O)(O)=O (phosphoric acid). Solvent: CCCCCC (hexane). Reaction conditions: temperature 50 celsius, time 3 hour. The product is C(C)(=O)OCCCCCC(=O)OCC (ethyl 6-acetoxy-hexanoate). The yield is 73.7%. Reaction SMILES: [OH:1][CH2:2][CH2:3][CH2:4][CH2:5][CH2:6][C:7]([O:9][CH2:10][CH3:11])=[O:8].[C:12](OC(=O)C)(=[O:14])[CH3:13].P(=O)(O)(O)O>CCCCCC>[C:12]([O:1][CH2:2][CH2:3][CH2:4][CH2:5][CH2:6][C:7]([O:9][CH2:10][CH3:11])=[O:8])(=[O:14])[CH3:13]. Procedure: 240 g of ethyl 6-hydroxy-hexanoate are placed in a round flask which is provided with a dropping funnel, a thermometer and a stirrer. A mixture of 180 g of acetic anhydride and 3 g of 85% phosphoric acid is added dropwise thereto within a half hour while stirring. During the addition the temperature is held at 25° C. by cooling. Thereafter, the reaction mixture is heated slowly to 50° C. and held at this temperature for 3 hours. After cooling the mixture is treated with ice-water and taken up in... Starting materials: ClC1=CC=C2C(C(=CN(C2=C1)C)S(=O)(=O)Cl)=O (7-chloro-1-methyl-4-oxo-1,4-dihydroquinoline-3-sulphonyl chloride), CNC (dimethylamine). Run at time 72 hour. The product is ClC1=CC=C2C(C(=CN(C2=C1)C)S(=O)(=O)N(C)C)=O (7-chloro-1,N,N-trimethyl-4-oxo-1,4-dihydroquinoline-3-sulphonamide). Reaction SMILES: [Cl:1][C:2]1[CH:11]=[C:10]2[C:5]([C:6](=[O:17])[C:7]([S:13](Cl)(=[O:15])=[O:14])=[CH:8][N:9]2[CH3:12])=[CH:4][CH:3]=1.[CH3:18][NH:19][CH3:20]>>[Cl:1][C:2]1[CH:11]=[C:10]2[C:5]([C:6](=[O:17])[C:7]([S:13]([N:19]([CH3:20])[CH3:18])(=[O:15])=[O:14])=[CH:8][N:9]2[CH3:12])=[CH:4][CH:3]=1. Procedure details: A mixture of 7-chloro-1-methyl-4-oxo-1,4-dihydroquinoline-3-sulphonyl chloride (7.3 g) and dimethylamine (33% w/w solution in industrial methylated spirit; 150 ml) was stirred at room temperature for 72 hours. The precipitate and residue from evaporation of the filtrate were combined and crystallised from industrial methylated spirit. The product was ground under water, collected and dried to give the novel compound 7-chloro-1,N,N-trimethyl-4-oxo-1,4-dihydroquinoline-3-sulphonamide, m.p. 207°-20... Reactants: CC(C)(C)P(c1ccccc1-c1ccccc1)C(C)(C)C, C1CCOC1, CCC(C)Nc1cc(C(=O)OC)cc(Cl)n1, CNS(=O)(=O)C1CC1, Cc1ccccc1, CCOC(C)=O, CCOCC, [Na], O=C(C=Cc1ccccc1)C=Cc1ccccc1, O=C(C=Cc1ccccc1)C=Cc1ccccc1, O=C(C=Cc1ccccc1)C=Cc1ccccc1, [Pd], [Pd]. Product: CCC(C)Nc1cc(C(=O)OC)cc(N(C)S(=O)(=O)C2CC2)n1. As a reaction SMILES: [C:17]([P:18]([C:19]([CH3:20])([CH3:21])[CH3:22])[c:23]1[cH:24][cH:25][cH:26][cH:27][c:28]1-[c:29]1[cH:30][cH:31][cH:32][cH:33][cH:34]1)([CH3:35])([CH3:36])[CH3:37].[CH2:54]1[O:55][CH2:56][CH2:57][CH2:58]1.[CH3:1][O:2][C:3]([c:4]1[cH:5][c:6]([NH:11][CH:12]([CH3:13])[CH2:14][CH3:15])[n:7][c:8]([Cl:10])[cH:9]1)=[O:16].[CH3:38][NH:39][S:40](=[O:41])(=[O:42])[CH:43]1[CH2:44][CH2:45]1.[CH3:47][c:48]1[cH:49][cH:50][cH:51][cH:52][cH:53]1.[CH3:59][CH2:60][O:61][C:62](=[O:63])[CH3:64].[CH3:65][CH2:66][O:67][CH2:68][CH3:69].[Na:46].[O:108]=[C:109]([CH:110]=[CH:111][c:112]1[cH:113][cH:114][cH:115][cH:116][cH:117]1)[CH:118]=[CH:119][c:120]1[cH:121][cH:122][cH:123][cH:124][cH:125]1.[O:72]=[C:73]([CH:74]=[CH:75][c:76]1[cH:77][cH:78][cH:79][cH:80][cH:81]1)[CH:82]=[CH:83][c:84]1[cH:85][cH:86][cH:87][cH:88][cH:89]1.[O:90]=[C:91]([CH:92]=[CH:93][c:94]1[cH:95][cH:96][cH:97][cH:98][cH:99]1)[CH:100]=[CH:101][c:102]1[cH:103][cH:104][cH:105][cH:106][cH:107]1.[Pd:70].[Pd:71]>>[CH3:1][O:2][C:3]([c:4]1[cH:5][c:6]([NH:11][CH:12]([CH3:13])[CH2:14][CH3:15])[n:7][c:8]([N:39]([CH3:38])[S:40](=[O:41])(=[O:42])[CH:43]2[CH2:44][CH2:45]2)[cH:9]1)=[O:16].